This data is from the Open Reaction Database (ORD), a public repository of structured organic reaction records. The task is: describe an organic reaction: reactants, conditions, products, and yield Starting materials: CCC1OC(=O)C(C)C(OC2CC(C)(OC)C(O)C(C)O2)C(C)C(OC2OC(C)CC(N(C)C)C2O)C(C)(O)CC(C)C(=O)C(C)C(O)C1(C)O, Cl. The product is COC(C)(CC=O)C(O)C(C)O. RXN SMILES: [CH3:1][CH2:2][CH:3]1[C:4]([OH:5])([CH3:6])[CH:7]([OH:8])[CH:9]([CH3:22])[C:23](=[O:24])[CH:25]([CH3:26])[CH2:27][C:28]([OH:29])([CH3:30])[CH:31]([O:32][CH:33]2[CH:34]([OH:35])[CH:36]([N:37]([CH3:38])[CH3:39])[CH2:40][CH:41]([CH3:42])[O:43]2)[CH:44]([CH3:45])[CH:46]([O:10][CH:11]2[CH2:12][C:13]([CH3:14])([O:15][CH3:16])[CH:17]([OH:18])[CH:19]([CH3:20])[O:21]2)[CH:47]([CH3:48])[C:49](=[O:50])[O:51]1.[ClH:52]>>[O:10]=[CH:11][CH2:12][C:13]([CH3:14])([O:15][CH3:16])[CH:17]([OH:18])[CH:19]([CH3:20])[OH:21]. Starting materials: COc1ccc2c(c1)CCC1C2CCC2(C)C(=O)CC(CCCCOC3CCCCO3)C12, CO. Product: COc1ccc2c(c1)CCC1C2CCC2(C)C(=O)CC(CCCCO)C12. RXN SMILES: [CH3:1][O:2][c:3]1[cH:4][c:5]2[c:18]([cH:19][cH:20]1)[CH:17]1[CH:8]([CH2:7][CH2:6]2)[CH:9]2[CH:10]([CH2:22][CH2:23][CH2:24][CH2:25][O:26][CH:27]3[CH2:28][CH2:29][CH2:30][CH2:31][O:32]3)[CH2:11][C:12](=[O:21])[C:13]2([CH3:14])[CH2:15][CH2:16]1.[CH3:33][OH:34]>>[CH3:1][O:2][c:3]1[cH:4][c:5]2[c:18]([cH:19][cH:20]1)[CH:17]1[CH:8]([CH2:7][CH2:6]2)[CH:9]2[CH:10]([CH2:22][CH2:23][CH2:24][CH2:25][OH:26])[CH2:11][C:12](=[O:21])[C:13]2([CH3:14])[CH2:15][CH2:16]1. Reactants: Cl.C(C)(C)(C)NCC(=O)C1=CC(=C(C=C1)O)O (3,4-dihydroxyphenyl tert-butylaminomethyl ketone hydrochloride), C[O-].[Na+] (sodium methoxide), C(C1=CC=C(C=C1)OC)(=O)Cl (p-anisoyl chloride). Solvent: CN(C=O)C (N,N-dimethylformamide). Yields the product Cl.C(C)(C)(C)NCC(=O)C1=CC(=C(C=C1)OC(C1=CC=C(C=C1)OC)=O)O (3-hydroxy-4-(p-anisoyloxy)phenyl tert-butylaminomethyl ketone hydrochloride). RXN SMILES: Cl.[C:2]([NH:6][CH2:7][C:8]([C:10]1[CH:15]=[CH:14][C:13]([OH:16])=[C:12]([OH:17])[CH:11]=1)=[O:9])([CH3:5])([CH3:4])[CH3:3].C[O-].[Na+].[C:21]([Cl:31])(=[O:30])[C:22]1[CH:27]=[CH:26][C:25]([O:28][CH3:29])=[CH:24][CH:23]=1>CN(C)C=O>[ClH:31].[C:2]([NH:6][CH2:7][C:8]([C:10]1[CH:15]=[CH:14][C:13]([O:16][C:21](=[O:30])[C:22]2[CH:27]=[CH:26][C:25]([O:28][CH3:29])=[CH:24][CH:23]=2)=[C:12]([OH:17])[CH:11]=1)=[O:9])([CH3:5])([CH3:3])[CH3:4] |f:0.1,2.3,6.7|. Procedure: Using a procedure similar to that described above in Example 58A, 26 g. of 3,4-dihydroxyphenyl tert-butylaminomethyl ketone hydrochloride was reacted with 16 g. of sodium methoxide in 300 ml. of N,N-dimethylformamide under an atmosphere of nitrogen and then 17 g. of p-anisoyl chloride was added to produce 3-hydroxy-4-(p-anisoyloxy)phenyl tert-butylaminomethyl ketone hydrochloride. This salt was converted to the free base which was treated with acetic acid to yield 35 g. of the acetate salt, m.p.... Starting materials: COC([C@@H](NC(CN1C(C(C2=CC=CC=C12)=CC1=C2C=CC=NC2=C(C=C1)OCC1=CC=CC=C1)=O)=O)C)=O (N-{2-[3-(8-benzyloxyquinol-5-ylmethylen)-2-oxindol-1-yl]acetyl}alanine methyl ester), FC(S(=O)(=O)O)(F)F (trifluoromethanesulfonic acid), C(=O)(O)[O-].[Na+] (NaHCO3), ClCCl (dichloromethane). Run in FC(C(=O)O)(F)F (trifluoroacetic acid). Reaction conditions: temperature 2.5 celsius, time 0.5 hour. Product: COC([C@@H](NC(CN1C(C(C2=CC=CC=C12)=CC1=C2C=CC=NC2=C(C=C1)O)=O)=O)C)=O (N-{2-[3-(8-hydroxyquinol-5-ylmethylen)-2-oxindol-1-yl] acetyl}alanine methyl ester). Yield: 77.3%. RXN SMILES: [CH3:1][O:2][C:3](=[O:39])[C@H:4]([CH3:38])[NH:5][C:6](=[O:37])[CH2:7][N:8]1[C:16]2[C:11](=[CH:12][CH:13]=[CH:14][CH:15]=2)[C:10](=[CH:17][C:18]2[CH:27]=[CH:26][C:25]([O:28]CC3C=CC=CC=3)=[C:24]3[C:19]=2[CH:20]=[CH:21][CH:22]=[N:23]3)[C:9]1=[O:36].FC(F)(F)S(O)(=O)=O.ClCCl.C([O-])(O)=O.[Na+]>FC(F)(F)C(O)=O>[CH3:1][O:2][C:3](=[O:39])[C@H:4]([CH3:38])[NH:5][C:6](=[O:37])[CH2:7][N:8]1[C:16]2[C:11](=[CH:12][CH:13]=[CH:14][CH:15]=2)[C:10](=[CH:17][C:18]2[CH:27]=[CH:26][C:25]([OH:28])=[C:24]3[C:19]=2[CH:20]=[CH:21][CH:22]=[N:23]3)[C:9]1=[O:36] |f:3.4|. Procedure details: To a solution of N-{2-[3-(8-benzyloxyquinol-5-ylmethylen)-2-oxindol-1-yl]acetyl}alanine methyl ester (45 mg, 0.09 mmol) in trifluoroacetic acid (5 ml) was added trifluoromethanesulfonic acid (0.1 ml) and the mixture was stirred at 0-5° C. for 0.5 h. Then dichloromethane was added, the mixture neutralized with 5% NaHCO3 and the organic layer concentrated under vacuum to give 30 mg of title compound (77% yield). Reactants: O=C([O-])O, CCOC(C)=O, O=C(Cl)c1ccccc1I, NCCO, [Na+], O. Yields the product O=C(NCCO)c1ccccc1I. RXN SMILES: [C:1](=[O:2])([O-:3])[OH:4].[CH3:20][CH2:21][O:22][C:23](=[O:24])[CH3:25].[I:10][c:11]1[c:12]([C:13](=[O:14])[Cl:15])[cH:16][cH:17][cH:18][cH:19]1.[NH2:6][CH2:7][CH2:8][OH:9].[Na+:5].[OH2:26]>>[NH:6]([CH2:7][CH2:8][OH:9])[C:13]([c:12]1[c:11]([I:10])[cH:19][cH:18][cH:17][cH:16]1)=[O:14]. Starting materials: CC#N.O (CH3CN H2O), ClC1=CC=C(C=C1)CCCl (1-chloro-4-(2-chloro-ethyl)-benzene), COC(=O)C1=CC2=C(NC(=N2)C(NC2CCN(CC2)C(C)C)=O)C=C1 (2-(1-Isopropyl-piperidin-4-ylcarbamoyl)-1H-benzoimidazole-5-carboxylic acid methyl ester), ClC1=CC=C(C=C1)CCCl (1-chloro-4-(2-chloro-ethyl)-benzene). The solvent is C(=O)O (formic acid). Run at time 10 hour. The product is COC(=O)C1=CC2=C(N(C(=N2)C(NC2CCN(CC2)C(C)C)=O)CCC2=CC=C(C=C2)Cl)C=C1 (1-[2-(4-Chloro-phenyl)-ethyl]-2-(1-isopropyl-piperidin-4-ylcarbamoyl)-1H-benzoimidazole-5-carboxylic acid methyl ester), COC(=O)C1=CC2=C(N=C(N2CCC2=CC=C(C=C2)Cl)C(NC2CCN(CC2)C(C)C)=O)C=C1 (3-[2-(4-Chloro-phenyl)-ethyl]-2-(1-isopropyl-piperidin-4-ylcarbamoyl)-3H-benzoimidazole-5-carboxylic acid methyl ester). Reaction SMILES: [CH3:1][O:2][C:3]([C:5]1[CH:25]=[CH:24][C:8]2[NH:9][C:10]([C:12](=[O:23])[NH:13][CH:14]3[CH2:19][CH2:18][N:17]([CH:20]([CH3:22])[CH3:21])[CH2:16][CH2:15]3)=[N:11][C:7]=2[CH:6]=1)=[O:4].[Cl:26][C:27]1[CH:32]=[CH:31][C:30]([CH2:33][CH2:34]Cl)=[CH:29][CH:28]=1.CC#N.O>C(O)=O>[CH3:1][O:2][C:3]([C:5]1[CH:25]=[CH:24][C:8]2[N:9]([CH2:34][CH2:33][C:30]3[CH:31]=[CH:32][C:27]([Cl:26])=[CH:28][CH:29]=3)[C:10]([C:12](=[O:23])[NH:13][CH:14]3[CH2:19][CH2:18][N:17]([CH:20]([CH3:22])[CH3:21])[CH2:16][CH2:15]3)=[N:11][C:7]=2[CH:6]=1)=[O:4].[CH3:1][O:2][C:3]([C:5]1[CH:25]=[CH:24][C:8]2[N:9]=[C:10]([C:12](=[O:23])[NH:13][CH:14]3[CH2:19][CH2:18][N:17]([CH:20]([CH3:22])[CH3:21])[CH2:16][CH2:15]3)[N:11]([CH2:34][CH2:33][C:30]3[CH:31]=[CH:32][C:27]([Cl:26])=[CH:28][CH:29]=3)[C:7]=2[CH:6]=1)=[O:4] |f:2.3|. Procedure: 1-[2-(4-Chloro-phenyl)-ethyl]-2-(1-isopropyl-piperidin-4-ylcarbamoyl)-1H-benzoimidazole-5-carboxylic acid methyl ester and 3-[2-(4-Chloro-phenyl)-ethyl]-2-(1-isopropyl-piperidin-4-ylcarbamoyl)-3H-benzoimidazole-5-carboxylic acid methyl ester were prepared by a procedure according to example 5 iii) starting from 300 mg (0.87 mmol) 2-(1-Isopropyl-piperidin-4-ylcarbamoyl)-1H-benzoimidazole-5-carboxylic acid methyl ester and 365.9 mg (2.09 mmol) 1-chloro-4-(2-chloro-ethyl)-benzene. Since 1-chloro-4-... The reactants are product, C(C)(C)(C)[O-].[K+] (potassium tert-butanolate), FC1=C(C=CC=C1C)[N+](=O)[O-] (2-fluoro-3-methyl-nitrobenzene), C(C1=CC=CC=C1)C1=CC=C(N)C=C1 (4-benzyl-aniline). Run in CS(=O)C (DMSO). Yields the product C(C1=CC=CC=C1)C1=CC=C(C=C1)NC1=C(C=CC=C1[N+](=O)[O-])C ((4-benzyl-phenyl)-(2-methyl-6-nitro-phenyl)-amine). Reaction SMILES: F[C:2]1[C:7]([CH3:8])=[CH:6][CH:5]=[CH:4][C:3]=1[N+:9]([O-:11])=[O:10].[CH2:12]([C:19]1[CH:25]=[CH:24][C:22]([NH2:23])=[CH:21][CH:20]=1)[C:13]1[CH:18]=[CH:17][CH:16]=[CH:15][CH:14]=1.C([O-])(C)(C)C.[K+]>CS(C)=O>[CH2:12]([C:19]1[CH:20]=[CH:21][C:22]([NH:23][C:2]2[C:3]([N+:9]([O-:11])=[O:10])=[CH:4][CH:5]=[CH:6][C:7]=2[CH3:8])=[CH:24][CH:25]=1)[C:13]1[CH:14]=[CH:15][CH:16]=[CH:17][CH:18]=1 |f:2.3|. Procedure: The product (1.01 g) is obtained according to the method of stage 1 of Example 4, by using 1.13 g of 2-fluoro-3-methyl-nitrobenzene and 2 g of 4-benzyl-aniline in the presence of 1.31 g of potassium tert-butanolate in 30 mL of DMSO. The reactants are [Mg] (Magnesium), II (iodine), aryl halide, O1C(=CC=C1)C=O (furan-2-carbaldehyde), BrC1=CC(=C(C=C1)I)CC (4-bromo-2-ethyl-1-iodobenzene), [Mg] (magnesium). Solvent: O1CCCC1 (tetrahydrofuran), O1CCCC1 (tetrahydrofuran). Reaction conditions: time 20 hour. Product: BrC1=CC(=C(C=C1)C(O)C=1OC=CC1)CC ((4-bromo-2-ethyl-phenyl)furan-2-yl methanol). RXN SMILES: [Mg].[Br:2][C:3]1[CH:8]=[CH:7][C:6](I)=[C:5]([CH2:10][CH3:11])[CH:4]=1.II.[O:14]1[CH:18]=[CH:17][CH:16]=[C:15]1[CH:19]=[O:20]>O1CCCC1>[Br:2][C:3]1[CH:8]=[CH:7][C:6]([CH:19]([C:15]2[O:14][CH:18]=[CH:17][CH:16]=2)[OH:20])=[C:5]([CH2:10][CH3:11])[CH:4]=1. Reported procedure: Magnesium turnings (1.16 g, 0.048 mol) are stirred under a nitrogen atmosphere for 30 minutes, followed by dropwise addition of 4-bromo-2-ethyl-1-iodobenzene (15.0 g, 0.048 mol) as a solution in anhydrous tetrahydrofuran (40 ml), until the magnesium is just covered. A crystal of iodine is added and the reaction heated to reflux. After initiation begins external heating is stopped and the remaining aryl halide solution is added at such a rate as to maintain a controlled reflux. Once addition is c... Starting materials: CC(C)I, [H-], [H][H], O=C1CCCc2cc([N+](=O)[O-])ccc2N1, [Na+], CN(C)C=O, O. The product is CC(C)N1C(=O)CCCc2cc([N+](=O)[O-])ccc21. Reaction SMILES: [CH:20]([CH3:21])([CH3:22])[I:23].[H-:16].[H:18][H:19].[N+:1](=[O:2])([O-:3])[c:4]1[cH:5][c:6]2[c:7]([cH:14][cH:15]1)[NH:8][C:9](=[O:13])[CH2:10][CH2:11][CH2:12]2.[Na+:17].[O:24]=[CH:25][N:26]([CH3:27])[CH3:28].[OH2:29]>>[N+:1](=[O:2])([O-:3])[c:4]1[cH:5][c:6]2[c:7]([cH:14][cH:15]1)[N:8]([CH:20]([CH3:21])[CH3:22])[C:9](=[O:13])[CH2:10][CH2:11][CH2:12]2.